Dataset: the Open Reaction Database (ORD), a public repository of structured organic reaction records. Task: describe an organic reaction: reactants, conditions, products, and yield Reactants: CC(C)(C)OC(=O)N1CCC(CN)CC1, CCOCC, O=[N+]([O-])c1cnc2cc(-c3ccccc3)ccc2c1Cl, O. Product: CC(C)(C)OC(=O)N1CCC(CNc2c([N+](=O)[O-])cnc3cc(-c4ccccc4)ccc23)CC1. Reaction SMILES: [C:21]([CH3:22])([CH3:23])([CH3:24])[O:25][C:26](=[O:27])[N:28]1[CH2:29][CH2:30][CH:31]([CH2:34][NH2:35])[CH2:32][CH2:33]1.[CH3:37][CH2:38][O:39][CH2:40][CH3:41].[Cl:1][c:2]1[c:3]([N+:18](=[O:19])[O-:20])[cH:4][n:5][c:6]2[cH:7][c:8](-[c:12]3[cH:13][cH:14][cH:15][cH:16][cH:17]3)[cH:9][cH:10][c:11]12.[OH2:36]>>[c:2]1([NH:35][CH2:34][CH:31]2[CH2:30][CH2:29][N:28]([C:26]([O:25][C:21]([CH3:22])([CH3:23])[CH3:24])=[O:27])[CH2:33][CH2:32]2)[c:3]([N+:18](=[O:19])[O-:20])[cH:4][n:5][c:6]2[cH:7][c:8](-[c:12]3[cH:13][cH:14][cH:15][cH:16][cH:17]3)[cH:9][cH:10][c:11]12. Starting materials: CC(=O)OC(C)=O, Cl, [Na+], O, Nc1ccc(C(=O)[O-])c(O)c1. The product is CC(=O)Nc1ccc(C(=O)O)c(O)c1. Reaction SMILES: [CH3:14][C:15](=[O:16])[O:17][C:18](=[O:19])[CH3:20].[ClH:13].[Na+:12].[OH2:21].[OH:1][c:2]1[c:3]([C:4](=[O:5])[O-:6])[cH:7][cH:8][c:9]([NH2:11])[cH:10]1>>[OH:1][c:2]1[c:3]([C:4](=[O:5])[OH:6])[cH:7][cH:8][c:9]([NH:11][C:15]([CH3:14])=[O:16])[cH:10]1. The reactants are C(=O)(C(F)(F)F)O (TFA), OCC1=CC=C(C=C1)OC(N(C1=CC=CC=C1)C)=O (methyl-phenyl-carbamic acid 4-hydroxymethyl-phenyl ester), Cl.ON1C=NC=C1 (1-hydroxyimidazole, hydrochloride). The product is N1(C=NC=C1)OCC1=CC=C(C=C1)OC(N(C1=CC=CC=C1)C)=O (Methyl-phenyl-carbamic acid 4-(imidazol-1-yloxymethyl)-phenyl ester). Yield: 87.0%. Reaction SMILES: C(O)(C(F)(F)F)=O.[OH:8][CH2:9][C:10]1[CH:15]=[CH:14][C:13]([O:16][C:17](=[O:26])[N:18]([CH3:25])[C:19]2[CH:24]=[CH:23][CH:22]=[CH:21][CH:20]=2)=[CH:12][CH:11]=1.Cl.O[N:29]1[CH:33]=[CH:32][N:31]=[CH:30]1>>[N:29]1([O:8][CH2:9][C:10]2[CH:11]=[CH:12][C:13]([O:16][C:17](=[O:26])[N:18]([CH3:25])[C:19]3[CH:20]=[CH:21][CH:22]=[CH:23][CH:24]=3)=[CH:14][CH:15]=2)[CH:33]=[CH:32][N:31]=[CH:30]1 |f:2.3|. Procedure details: The title compound was prepared as its TFA salt in 87% yield as a solid using methyl-phenyl-carbamic acid 4-hydroxymethyl-phenyl ester and 1-hydroxyimidazole, hydrochloride. 1H NMR (400 MHz; CDCl3): δ 3.42 (br s, 3H), 5.21 (s, 2H), 6.95 (s, 1H), 7.16-7.45 (m, 10H), 8.28 (br s, 1H); HPLC-MS: m/z=324.1 (M+1); Rt=1.92 min. The reactants are C, CCO, [H][H], [Pd], COCC#CC(=O)c1sc(NC(=O)OC(C)(C)C)nc1-c1ccco1. Yields the product COCCCC(=O)c1sc(NC(=O)OC(C)(C)C)nc1-c1ccco1. As a reaction SMILES: [C:31].[CH3:28][CH2:29][OH:30].[H:26][H:27].[Pd:32].[o:1]1[c:2](-[c:6]2[n:7][c:8]([NH:18][C:19]([O:20][C:21]([CH3:22])([CH3:23])[CH3:24])=[O:25])[s:9][c:10]2[C:11](=[O:12])[C:13]#[C:14][CH2:15][O:16][CH3:17])[cH:3][cH:4][cH:5]1>>[o:1]1[c:2](-[c:6]2[n:7][c:8]([NH:18][C:19]([O:20][C:21]([CH3:22])([CH3:23])[CH3:24])=[O:25])[s:9][c:10]2[C:11](=[O:12])[CH2:13][CH2:14][CH2:15][O:16][CH3:17])[cH:3][cH:4][cH:5]1. Starting materials: CCCCC(CCCCC(=O)OC)C1c2ccc(O)cc2SCC1(C)c1ccc(O)cc1, CCCC(CCCCC(=O)O)C1c2ccc(O)cc2SCC1(C)c1ccc(O)cc1. Yields the product CCCCC(CCCCC(=O)O)C1c2ccc(O)cc2SCC1(C)c1ccc(O)cc1. RXN SMILES: [OH:1][c:2]1[cH:3][cH:4][c:5]2[c:10]([cH:11]1)[S:9][CH2:8][C:7]([CH3:12])([c:13]1[cH:14][cH:15][c:16]([OH:19])[cH:17][cH:18]1)[CH:6]2[CH:20]([CH2:21][CH2:22][CH2:23][CH2:24][C:25](=[O:26])[O:27][CH3:28])[CH2:29][CH2:30][CH2:31][CH3:32].[OH:33][c:34]1[cH:35][c:36]2[c:37]([cH:61][cH:62]1)[CH:38]([CH:39]([CH2:40][CH2:41][CH3:42])[CH2:43][CH2:44][CH2:45][CH2:46][C:47]([OH:48])=[O:49])[C:50]([c:51]1[cH:52][cH:53][c:54]([OH:55])[cH:56][cH:57]1)([CH3:58])[CH2:59][S:60]2>>[OH:1][c:2]1[cH:3][cH:4][c:5]2[c:10]([cH:11]1)[S:9][CH2:8][C:7]([CH3:12])([c:13]1[cH:14][cH:15][c:16]([OH:19])[cH:17][cH:18]1)[CH:6]2[CH:20]([CH2:21][CH2:22][CH2:23][CH2:24][C:25](=[O:26])[OH:27])[CH2:29][CH2:30][CH2:31][CH3:32]. Starting materials: COC1=CC=C(C=C1)C(=CC(=O)OCC)C (ethyl 3-(4-methoxyphenyl)but-2-enoate). Reagents/catalysts: [Ir] (iridium). Run in C(Cl)Cl (CH2Cl2). Yields the product COC1=CC=C(C=C1)C(CC(=O)OCC)C ((−)-Ethyl 3-(4-methoxyphenyl)butanoate). Yield: 100.4%. RXN SMILES: [CH3:1][O:2][C:3]1[CH:8]=[CH:7][C:6]([C:9]([CH3:16])=[CH:10][C:11]([O:13][CH2:14][CH3:15])=[O:12])=[CH:5][CH:4]=1>[Ir].C(Cl)Cl>[CH3:1][O:2][C:3]1[CH:4]=[CH:5][C:6]([CH:9]([CH3:16])[CH2:10][C:11]([O:13][CH2:14][CH3:15])=[O:12])=[CH:7][CH:8]=1. Procedure: According to the general procedure, a solution of ethyl 3-(4-methoxyphenyl)but-2-enoate (58 mg, 0.26 mmol) and iridium catalyst (S)-32 (8.4 mg, 0.0053 mmol, 2 mol %) in CH2Cl2 (3 mL) was hydrogenated. Removal of the solvent in vacuo and standard purification gave 35 (58 mg, 99%) as a colorless oil; [α]20D −26.7 (c 1.00, CHCl3); CSP HPLC analysis (Chiralcel OB-H; eluent: 99.5:0.5 hexanes/i-PrOH, 0.5 mL/min) determined a 96:4 er (92% ee) [tR(major) 21.73 min, tR(minor) 28.91 min]; 1H NMR (300 MHz,... The reactants are OC1=C(C(=O)OC)C=C(C=C1)N=CC1=CC=CC=C1 (Methyl 2-hydroxy-5-benzylideneaminobenzoate), C(C)(=O)OC(C)=O (acetic anhydride). The solvent is N1=CC=CC=C1 (pyridine). Conditions: time 48 hour. The product is C(C)(=O)OC1=C(C(=O)OC)C=C(C=C1)N=CC1=CC=CC=C1 (Methyl 2-acetoxy-5-benzylideneaminobenzoate). Yield: 49.0%. RXN SMILES: [OH:1][C:2]1[CH:11]=[CH:10][C:9]([N:12]=[CH:13][C:14]2[CH:19]=[CH:18][CH:17]=[CH:16][CH:15]=2)=[CH:8][C:3]=1[C:4]([O:6][CH3:7])=[O:5].[C:20](OC(=O)C)(=[O:22])[CH3:21]>N1C=CC=CC=1>[C:20]([O:1][C:2]1[CH:11]=[CH:10][C:9]([N:12]=[CH:13][C:14]2[CH:19]=[CH:18][CH:17]=[CH:16][CH:15]=2)=[CH:8][C:3]=1[C:4]([O:6][CH3:7])=[O:5])(=[O:22])[CH3:21]. Procedure details: Methyl 2-hydroxy-5-benzylideneaminobenzoate (23.5 g, 92.2 mmole) was dissolved in pyridine (50 ml) and acetic anhydride (11 ml) was added after which the reaction mixture was left at room temperature for 48 hours and evaporated to dryness, in vacuo. The remaining material was recrystallized from hexane to give the title compound (13.4 g, 49%), m.p. 101°-103° C. Found (Calc. for C17H15NO4) C 68.57 (68.69), H 4.98 (5.05) N 4.80 (4.71).